Dataset: the Open Reaction Database (ORD), a public repository of structured organic reaction records. Task: describe an organic reaction: reactants, conditions, products, and yield Reactants: BrC=1C=C2N=C(C(N(C2=CC1)C)=O)Cl (6-bromo-3-chloro-1-methyl-1H-quinoxalin-2-one), NC1=CC=C(C#N)C=C1 (4-aminobenzonitrile), CO (methanol), CO (methanol). Run at temperature 40 celsius. As a reaction SMILES: [Br:1][C:2]1[CH:3]=[C:4]2[C:9](=[CH:10][CH:11]=1)[N:8]([CH3:12])[C:7](=O)[C:6](Cl)=[N:5]2.[NH2:15][C:16]1[CH:23]=[CH:22][C:19]([C:20]#[N:21])=[CH:18][CH:17]=1.C[OH:25]>>[Br:1][C:2]1[CH:3]=[C:4]2[C:9]([N:8]([CH3:12])[CH:7]([NH:15][C:16]3[CH:23]=[CH:22][C:19]([C:20]#[N:21])=[CH:18][CH:17]=3)[C:6](=[O:25])[NH:5]2)=[CH:10][CH:11]=1. Reported procedure: 270 mg (1 mmol) of 6-bromo-3-chloro-1-methyl-1H-quinoxalin-2-one and 240 mg (2 mmol) of 4-aminobenzonitrile are heated to 100° C. in 3 ml methanol. The precipitate is cooled to 40° C., diluted with methanol and suction filtered. Yields the product BrC1=CC=C2N(C(C(NC2=C1)=O)NC1=CC=C(C#N)C=C1)C (4-[(7-bromo-4-methyl-quinoxalin-2-on-3-yl)-amino]-benzonitrile). Reactants: N, O=C(O)CCCC(=O)NCCS. Yields the product NC(=O)CCCC(=O)NCCS. Reaction SMILES: [NH3:13].[SH:1][CH2:2][CH2:3][NH:4][C:5]([CH2:6][CH2:7][CH2:8][C:9](=[O:10])[OH:11])=[O:12]>>[SH:1][CH2:2][CH2:3][NH:4][C:5]([CH2:6][CH2:7][CH2:8][C:9](=[O:10])[NH2:13])=[O:12]. Reactants: BrC1=C(C=CC(=N1)CO)OC ((6-bromo-5-methoxypyridin-2-yl)methanol). The reagents and catalysts are O=[Mn]=O (MnO2). The solvent is ClCCl (dichloromethane). Run at time 24 hour. Product: BrC1=C(C=CC(=N1)C=O)OC (6-bromo-5-methoxypicolinaldehyde). The yield is 62.5%. Reaction SMILES: [Br:1][C:2]1[N:7]=[C:6]([CH2:8][OH:9])[CH:5]=[CH:4][C:3]=1[O:10][CH3:11]>ClCCl.O=[Mn]=O>[Br:1][C:2]1[N:7]=[C:6]([CH:8]=[O:9])[CH:5]=[CH:4][C:3]=1[O:10][CH3:11]. Procedure details: To a solution of (6-bromo-5-methoxypyridin-2-yl)methanol (2.30 g, 10 mmol) in dichloromethane (50 mL) was added MnO2 (8.0 g) at rt. The reaction mixture was stirred at rt for 24 h. After that time the reaction was cooled to rt, filtered to remove solids and concentrated under reduced pressure to give 6-bromo-5-methoxypicolinaldehyde (1.35 g, 63%) as an off-white solid: 1H NMR (400 MHz, CDCl3): δ 9.94 (s, 1H), 7.96 (d, J=8.4 Hz, 1H), 7.27 (d, J=8.0 Hz, 1H), 4.03 (s, 3H).